From a dataset of the Open Reaction Database (ORD), a public repository of structured organic reaction records. describe an organic reaction: reactants, conditions, products, and yield Reactants: CC#N, CCN(C(C)C)C(C)C, O=C(Cl)c1ccc(Cl)c(Cl)c1, Cl, Cc1nc2cccc(CN)c2c(=O)n1C1CCC(=O)NC1=O. The product is Cc1nc2cccc(CNC(=O)c3ccc(Cl)c(Cl)c3)c2c(=O)n1C1CCC(=O)NC1=O. RXN SMILES: [CH3:44][C:45]#[N:46].[CH:35]([N:36]([CH2:37][CH3:38])[CH:39]([CH3:40])[CH3:41])([CH3:42])[CH3:43].[Cl:24][c:25]1[cH:26][c:27]([C:28](=[O:29])[Cl:30])[cH:31][cH:32][c:33]1[Cl:34].[ClH:1].[NH2:2][CH2:3][c:4]1[c:5]2[c:6](=[O:23])[n:7]([CH:15]3[C:16](=[O:22])[NH:17][C:18](=[O:21])[CH2:19][CH2:20]3)[c:8]([CH3:14])[n:9][c:10]2[cH:11][cH:12][cH:13]1>>[NH:2]([CH2:3][c:4]1[c:5]2[c:6](=[O:23])[n:7]([CH:15]3[C:16](=[O:22])[NH:17][C:18](=[O:21])[CH2:19][CH2:20]3)[c:8]([CH3:14])[n:9][c:10]2[cH:11][cH:12][cH:13]1)[C:28]([c:27]1[cH:26][c:25]([Cl:24])[c:33]([Cl:34])[cH:32][cH:31]1)=[O:29]. The reactants are COCCN1Cc2cc(Br)cnc2NC1=O, CCC#N, C=CC(=O)N(C)Cc1c(C)[nH]c2ccccc12, CCN(C(C)C)C(C)C, CC(=O)[O-], CC(=O)[O-], [Pd+2], Cc1ccccc1P(c1ccccc1C)c1ccccc1C. Product: COCCN1Cc2cc(C=CC(=O)N(C)Cc3c(C)[nH]c4ccccc34)cnc2NC1=O. RXN SMILES: [Br:1][c:2]1[cH:3][c:4]2[c:5]([n:15][cH:16]1)[NH:6][C:7](=[O:14])[N:8]([CH2:10][CH2:11][O:12][CH3:13])[CH2:9]2.[C:65](#[N:66])[CH2:67][CH3:68].[CH3:17][c:18]1[nH:19][c:20]2[cH:21][cH:22][cH:23][cH:24][c:25]2[c:26]1[CH2:27][N:28]([C:29]([CH:30]=[CH2:31])=[O:32])[CH3:33].[CH:56]([N:57]([CH:58]([CH3:59])[CH3:60])[CH2:61][CH3:62])([CH3:63])[CH3:64].[O-:70][C:71]([CH3:72])=[O:73].[O-:74][C:75]([CH3:76])=[O:77].[Pd+2:69].[c:34]1([CH3:35])[cH:36][cH:37][cH:38][cH:39][c:40]1[P:41]([c:42]1[cH:43][cH:44][cH:45][cH:46][c:47]1[CH3:48])[c:49]1[cH:50][cH:51][cH:52][cH:53][c:54]1[CH3:55]>>[c:2]1([CH:31]=[CH:30][C:29]([N:28]([CH2:27][c:26]2[c:18]([CH3:17])[nH:19][c:20]3[cH:21][cH:22][cH:23][cH:24][c:25]32)[CH3:33])=[O:32])[cH:3][c:4]2[c:5]([n:15][cH:16]1)[NH:6][C:7](=[O:14])[N:8]([CH2:10][CH2:11][O:12][CH3:13])[CH2:9]2.